describe an organic reaction: reactants, conditions, products, and yield From a dataset of the Open Reaction Database (ORD), a public repository of structured organic reaction records. Reactants: CCOC(C)=O, ClCCl, COc1cc(F)cc(F)c1, O, O=[N+]([O-])O. Product: COc1cc(F)cc(F)c1[N+](=O)[O-]. RXN SMILES: [CH3:16][CH2:17][O:18][C:19](=[O:20])[CH3:21].[Cl:22][CH2:23][Cl:24].[F:1][c:2]1[cH:3][c:4]([O:9][CH3:10])[cH:5][c:6]([F:8])[cH:7]1.[OH2:15].[OH:11][N+:12]([O-:13])=[O:14]>>[F:1][c:2]1[c:3]([N+:12](=[O:11])[O-:13])[c:4]([O:9][CH3:10])[cH:5][c:6]([F:8])[cH:7]1. Reactants: FC(C1=NN(C=C1C(=O)Cl)C)F (3-difluoromethyl-1-methyl-1H-pyrazole-4-carbonyl chloride), ClC1=C(C=CC(=C1)Cl)[C@H]1[C@@H](C1)C(C)NOC (trans-N-{1-[2-(2,4-dichlorophenyl)-cyclopropyl]-ethyl}-O-methyl-hydroxylamine), C1CN2CCN1CC2 (DABCO). Run in C(C)#N (acetonitrile), C(C)#N (acetonitrile). Conditions: time 16 hour. Product: ClC1=C(C=CC(=C1)Cl)[C@H]1[C@@H](C1)C(C)N(C(=O)C=1C(=NN(C1)C)C(F)F)OC (trans-3-difluoromethyl-1-methyl-1H-pyrazole-4-carboxylic acid {1-[2-(2,4-dichlorophenyl)-cyclopropyl]-ethyl}-methoxy-amide). RXN SMILES: [F:1][CH:2]([F:12])[C:3]1[C:7]([C:8](Cl)=[O:9])=[CH:6][N:5]([CH3:11])[N:4]=1.[Cl:13][C:14]1[CH:19]=[C:18]([Cl:20])[CH:17]=[CH:16][C:15]=1[C@@H:21]1[CH2:23][C@H:22]1[CH:24]([NH:26][O:27][CH3:28])[CH3:25].C1N2CCN(CC2)C1>C(#N)C>[Cl:13][C:14]1[CH:19]=[C:18]([Cl:20])[CH:17]=[CH:16][C:15]=1[C@@H:21]1[CH2:23][C@H:22]1[CH:24]([N:26]([O:27][CH3:28])[C:8]([C:7]1[C:3]([CH:2]([F:12])[F:1])=[N:4][N:5]([CH3:11])[CH:6]=1)=[O:9])[CH3:25]. Procedure details: A solution of 3-difluoromethyl-1-methyl-1H-pyrazole-4-carbonyl chloride (80 mg; 0.41 mmol) in acetonitrile (1 ml) was added dropwise to a stirred mixture of trans-N-{1-[2-(2,4-dichlorophenyl)-cyclopropyl]-ethyl}-O-methyl-hydroxylamine diastereomere A (88 mg; 0.34 mmol), prepared as described in example P13 and DABCO (54 mg; 0.48 mmol) in acetonitrile (1 ml) at ambient temperature. The reaction mixture was stirred for 16 hours at ambient temperature. The solvent was removed in vacuo and the resid...